From a dataset of the Open Reaction Database (ORD), a public repository of structured organic reaction records. describe an organic reaction: reactants, conditions, products, and yield Starting materials: BrC=1C(=C(C=O)C(=CC1)Br)F (3,6-dibromo-2-fluorobenzaldehyde), COC1=CC=C(C=C1)CN (1-(4-methoxyphenyl)methanamine). The solvent is ClCCl (dichloromethane). Reaction conditions: time 4 hour. The product is BrC=1C(=C(C(=CC1)Br)CNCC1=CC=C(C=C1)OC)F (1-(3,6-dibromo-2-fluorophenyl)-N-(4-methoxybenzyl)methanamine). As a reaction SMILES: [Br:1][C:2]1[C:3]([F:11])=[C:4]([C:7]([Br:10])=[CH:8][CH:9]=1)[CH:5]=O.[CH3:12][O:13][C:14]1[CH:19]=[CH:18][C:17]([CH2:20][NH2:21])=[CH:16][CH:15]=1>ClCCl>[Br:1][C:2]1[C:3]([F:11])=[C:4]([CH2:5][NH:21][CH2:20][C:17]2[CH:18]=[CH:19][C:14]([O:13][CH3:12])=[CH:15][CH:16]=2)[C:7]([Br:10])=[CH:8][CH:9]=1. Procedure: 3,6-dibromo-2-fluorobenzaldehyde (9.12 g) was dissolved in dichloromethane (45 ml), and 1-(4-methoxyphenyl)methanamine (4.6 ml) was added thereto, followed by stirring at room temperature for 4 hours. The solvent was evaporated under reduced pressure, toluene was further added thereto, followed by twice-repeated evaporation under reduced pressure and azotripic drying. The residue was dissolved in THF (25 ml), sodium borohydride (2.0 g) was added thereto, methanol (15 ml) was carefully added drop... As a reaction SMILES: [CH2:23]([CH2:24][CH2:25][CH3:26])[Li:27].[CH2:30]1[O:31][CH2:32][CH2:33][CH2:34]1.[CH3:15][N:16]([CH3:17])[CH2:18][CH2:19][N:20]([CH3:21])[CH3:22].[CH3:35][C:36]#[N:37].[K+:29].[K:38].[N:39]#[C:40][Fe-3:41]([C:42]#[N:43])([C:44]#[N:45])([C:46]#[N:47])([C:48]#[N:49])[C:50]#[N:51].[OH-:28].[cH:1]1[cH:2][cH:3][c:4]2[n:5][c:6]3[cH:7][cH:8][cH:9][cH:10][c:11]3[cH:12][c:13]2[cH:14]1>>[cH:1]1[cH:2][cH:3][c:4]2[n:5][c:6]3[cH:7][cH:8][cH:9][cH:10][c:11]3[c:12]([CH2:23][CH2:24][CH2:25][CH3:26])[c:13]2[cH:14]1. Starting materials: [Li]CCCC, C1CCOC1, CN(C)CCN(C)C, CC#N, [K+], [K], N#C[Fe-3](C#N)(C#N)(C#N)(C#N)C#N, [OH-], c1ccc2nc3ccccc3cc2c1. The product is CCCCc1c2ccccc2nc2ccccc12. As a reaction SMILES: CC1(C)OC(=O)[C:5](=[CH:9][C:10]2[CH:17]=[CH:16][C:13]([C:14]#[N:15])=[CH:12][CH:11]=2)[C:4](=O)[O:3]1.[F:20][C:21]([F:38])([F:37])[C:22]1[CH:23]=[C:24]([NH:28]/[C:29](/[CH3:36])=[CH:30]/[C:31]([O:33][CH2:34][CH3:35])=[O:32])[CH:25]=[CH:26][CH:27]=1>COCCOCCOC.O>[C:14]([C:13]1[CH:16]=[CH:17][C:10]([CH:9]2[CH2:5][C:4](=[O:3])[N:28]([C:24]3[CH:25]=[CH:26][CH:27]=[C:22]([C:21]([F:37])([F:38])[F:20])[CH:23]=3)[C:29]([CH3:36])=[C:30]2[C:31]([O:33][CH2:34][CH3:35])=[O:32])=[CH:11][CH:12]=1)#[N:15]. Procedure: 4-[(2,2-Dimethyl-4,6-dioxo-1,3-dioxan-5-ylidene)methyl]benzonitrile (Example 18A; 200 mg, 0.77 mmol) and ethyl (2E)-3-{[3-(trifluoromethyl)phenyl]amino}-2-butenoate (212.4 mg, 0.77 mmol) are dissolved in 1-methoxy-2-(2-methoxyethoxy)ethane (3 ml). The solution is stirred at reflux temperature overnight. The reaction mixture is cooled to room temperature and diluted with water (5 ml). After extraction with toluene (2×5 ml), it is dried with anhydrous sodium sulphate, filtered, and the solvent is ... Product: C(#N)C1=CC=C(C=C1)C1C(=C(N(C(C1)=O)C1=CC(=CC=C1)C(F)(F)F)C)C(=O)OCC (Ethyl 4-(4-cyanophenyl)-2-methyl-6-oxo-1-[3-(trifluoromethyl)phenyl]-1,4,5,6-tetrahydro-3-pyridinecarboxylate). Starting materials: CC1(OC(C(C(O1)=O)=CC1=CC=C(C#N)C=C1)=O)C (4-[(2,2-Dimethyl-4,6-dioxo-1,3-dioxan-5-ylidene)methyl]benzonitrile), FC(C=1C=C(C=CC1)N/C(=C/C(=O)OCC)/C)(F)F (ethyl (2E)-3-{[3-(trifluoromethyl)phenyl]amino}-2-butenoate). Solvent: COCCOCCOC (1-methoxy-2-(2-methoxyethoxy)ethane), O (water).